From a dataset of the Open Reaction Database (ORD), a public repository of structured organic reaction records. describe an organic reaction: reactants, conditions, products, and yield The reactants are COC(=O)c1ccccc1Nc1cc(C)nc2ccnn12, CCO, [Na+], [OH-]. The product is Cc1cc(Nc2ccccc2C(=O)O)n2nccc2n1. RXN SMILES: [CH3:1][O:2][C:3](=[O:4])[c:5]1[c:6]([NH:11][c:12]2[cH:13][c:14]([CH3:21])[n:15][c:16]3[n:17]2[n:18][cH:19][cH:20]3)[cH:7][cH:8][cH:9][cH:10]1.[CH3:24][CH2:25][OH:26].[Na+:23].[OH-:22]>>[O:2]=[C:3]([OH:4])[c:5]1[c:6]([NH:11][c:12]2[cH:13][c:14]([CH3:21])[n:15][c:16]3[n:17]2[n:18][cH:19][cH:20]3)[cH:7][cH:8][cH:9][cH:10]1. The reactants are ClC=1C=C(C=CC1)NC1=NC2=C(C3=CN=CC=C13)C=CC(=C2)C(=O)NN (5-(3-chlorophenylamino)benzo[c][2,6]naphthyridine-8-carbohydrazide), C(OCC)(OCC)OCC (triethyl orthoformate). The product is ClC=1C=C(C=CC1)NC1=NC2=C(C3=CN=CC=C13)C=CC(=C2)C=2OC=NN2 (N-(3-chlorophenyl)-8-(1,3,4-oxadiazol-2-yl)benzo[c][2,6]naphthyridin-5-amine). Yield: 56.0%. As a reaction SMILES: [Cl:1][C:2]1[CH:3]=[C:4]([NH:8][C:9]2[C:18]3[C:13](=[CH:14][N:15]=[CH:16][CH:17]=3)[C:12]3[CH:19]=[CH:20][C:21]([C:23]([NH:25][NH2:26])=[O:24])=[CH:22][C:11]=3[N:10]=2)[CH:5]=[CH:6][CH:7]=1.[CH:27](OCC)(OCC)OCC>>[Cl:1][C:2]1[CH:3]=[C:4]([NH:8][C:9]2[C:18]3[C:13](=[CH:14][N:15]=[CH:16][CH:17]=3)[C:12]3[CH:19]=[CH:20][C:21]([C:23]4[O:24][CH:27]=[N:26][N:25]=4)=[CH:22][C:11]=3[N:10]=2)[CH:5]=[CH:6][CH:7]=1. Reported procedure: 5-(3-chlorophenylamino)benzo[c][2,6]naphthyridine-8-carbohydrazide (1.0 eq, 21 mg, 0.057 mmol) was suspended in triethyl orthoformate (0.5 ml) and the mixture reacted in a microwave reactor at 120° C. for 80 minutes. The precipitate that formed upon cooling was filtered and dried to afford N-(3-chlorophenyl)-8-(1,3,4-oxadiazol-2-yl)benzo[c][2,6]naphthyridin-5-amine as a solid (12 mg, 56% yield). LCMS (ES): 95% pure, m/z 374 [M+1]+. Reactants: FC(F)(F)c1ccc(-c2ccnc(OCc3ccccc3)c2)c(Cl)n1, COCCN, CS(C)=O, CCOC(C)=O. Yields the product COCCNc1nc(C(F)(F)F)ccc1-c1ccnc(OCc2ccccc2)c1. As a reaction SMILES: [CH2:1]([c:2]1[cH:3][cH:4][cH:5][cH:6][cH:7]1)[O:8][c:9]1[n:10][cH:11][cH:12][c:13](-[c:15]2[c:16]([Cl:25])[n:17][c:18]([C:21]([F:22])([F:23])[F:24])[cH:19][cH:20]2)[cH:14]1.[CH3:26][O:27][CH2:28][CH2:29][NH2:30].[CH3:31][S:32]([CH3:33])=[O:34].[CH3:35][CH2:36][O:37][C:38]([CH3:39])=[O:40]>>[CH2:1]([c:2]1[cH:3][cH:4][cH:5][cH:6][cH:7]1)[O:8][c:9]1[n:10][cH:11][cH:12][c:13](-[c:15]2[c:16]([NH:30][CH2:29][CH2:28][O:27][CH3:26])[n:17][c:18]([C:21]([F:22])([F:23])[F:24])[cH:19][cH:20]2)[cH:14]1. The reactants are ClC1=NC=CC(=C1)C=O (2-chloro-4-pyridinecarboxaldehyde), C(OCC)([O-])[O-] (ethyl orthoformate), C1(=CC=C(C=C1)S(=O)(=O)O)C (p-toluenesulfonic acid). The solvent is C(C)O (ethanol). Product: ClC1=NC=CC(=C1)C(OCC)OCC (2-chloro-4-diethoxymethylpyridine). The yield is 855.5%. RXN SMILES: [Cl:1][C:2]1[CH:7]=[C:6]([CH:8]=[O:9])[CH:5]=[CH:4][N:3]=1.C([O-])([O-])[O:11][CH2:12][CH3:13].[C:16]1(C)C=CC(S(O)(=O)=O)=C[CH:17]=1>C(O)C>[Cl:1][C:2]1[CH:7]=[C:6]([CH:8]([O:11][CH2:12][CH3:13])[O:9][CH2:16][CH3:17])[CH:5]=[CH:4][N:3]=1. Reported procedure: 60 g of 2-chloro-4-pyridinecarboxaldehyde and 90 g of ethyl orthoformate were dissolved in 600 ml of ethanol, and 7 g of p-toluenesulfonic acid was added. The mixture was refluxed for 1 hour. After cooling, the reaction solution was concentrated. The concentrate was taken into ethyl acetate, washed with a saturated aqueous solution of sodium hydrogen carbonate and then a saturated aqueous solution of sodium chloride, and dried. The solvent was then evaporated. The residue was distilled under red... The reactants are C1OC2(C(C(=C2[Sn](CCCC)(CCCC)CCCC)C)=O)OC1 (2,2-Ethylenedioxy-4-methyl-3-(tri-n-butylstannyl)cyclobut-3-ene-1-one), O1CCCC1 (tetrahydrofuran), S(O)(O)(=O)=O.O (sulfuric acid H2O). Run in O (H2O). Run at temperature 22 celsius, time 2.5 hour. The product is CC1=C(C(C1=O)=O)[Sn](CCCC)(CCCC)CCCC (4-Methyl-3-(tri-n-butylstannyl)cyclobut-3-ene-1,2-dione). Isolated yield 35.9%. As a reaction SMILES: C1CO[C:3]2([C:6]([Sn:7]([CH2:16][CH2:17][CH2:18][CH3:19])([CH2:12][CH2:13][CH2:14][CH3:15])[CH2:8][CH2:9][CH2:10][CH3:11])=[C:5]([CH3:20])[C:4]2=[O:21])[O:2]1.O1CCCC1.S(=O)(=O)(O)O.O>O>[CH3:20][C:5]1[C:4](=[O:21])[C:3](=[O:2])[C:6]=1[Sn:7]([CH2:16][CH2:17][CH2:18][CH3:19])([CH2:8][CH2:9][CH2:10][CH3:11])[CH2:12][CH2:13][CH2:14][CH3:15] |f:2.3|. Procedure: 2,2-Ethylenedioxy-4-methyl-3-(tri-n-butylstannyl)cyclobut-3-ene-1-one (450 mg) was added to a stirred mixture of tetrahydrofuran (4 mL) and sulfuric acid-H2O (3 mL of 1:1). The mixture was stirred at 22° C. for 2.5 hrs and then was diluted with H2O. The mixture was extracted with n-heptane (2×). The combined extracts were sequentially washed with H2O (2×) and saturated NaCl, dried (Na2SO4), and concentrated to leave the title compound (145 mg, 36% yield) as a yellow oil. Starting materials: [2H]C(Cl)(Cl)Cl.O (CHCl3—H2O), ClC1=C(C=CC(=C1)C(F)(F)F)C=1C(OC2=CC(=CC=C2C1CC1=CC=C(C=C1)O)OC)=O (3-(2-chloro-4-trifluoromethylphenyl)-4-(4-hydroxybenzyl)-7-methoxychromen-2-one), Cl.ClCCN1CCCC1 (1-(2-chloroethyl)pyrrolidine hydrochloride), C(=O)([O-])[O-].[K+].[K+] (K2CO3). Run in CCO (EtOH), O (H2O). Conditions: time 2 minute. Product: ClC1=C(C=CC(=C1)C(F)(F)F)C=1C(OC2=CC(=CC=C2C1CC1=CC=C(C=C1)OCCN1CCCC1)OC)=O (3-(2-Chloro-4-trifluoromethylphenyl)-7-methoxy-4-(4-(2-pyrrolidin-1-yl-ethoxy)-benzyl)-chromen-2-one). RXN SMILES: [Cl:1][C:2]1[CH:7]=[C:6]([C:8]([F:11])([F:10])[F:9])[CH:5]=[CH:4][C:3]=1[C:12]1[C:13](=[O:32])[O:14][C:15]2[C:20]([C:21]=1[CH2:22][C:23]1[CH:28]=[CH:27][C:26]([OH:29])=[CH:25][CH:24]=1)=[CH:19][CH:18]=[C:17]([O:30][CH3:31])[CH:16]=2.Cl.Cl[CH2:35][CH2:36][N:37]1[CH2:41][CH2:40][CH2:39][CH2:38]1.C([O-])([O-])=O.[K+].[K+].[2H]C(Cl)(Cl)Cl.O>CCO.O>[Cl:1][C:2]1[CH:7]=[C:6]([C:8]([F:10])([F:9])[F:11])[CH:5]=[CH:4][C:3]=1[C:12]1[C:13](=[O:32])[O:14][C:15]2[C:20]([C:21]=1[CH2:22][C:23]1[CH:28]=[CH:27][C:26]([O:29][CH2:35][CH2:36][N:37]3[CH2:41][CH2:40][CH2:39][CH2:38]3)=[CH:25][CH:24]=1)=[CH:19][CH:18]=[C:17]([O:30][CH3:31])[CH:16]=2 |f:1.2,3.4.5,6.7|. Procedure: A mixture of 3-(2-chloro-4-trifluoromethylphenyl)-4-(4-hydroxybenzyl)-7-methoxychromen-2-one (460 mg, 1 mmol), 1-(2-chloroethyl)pyrrolidine hydrochloride (254.7 mg, 1.5 mmol) and K2CO3 (413.9 mg, 2.99 mmol) in EtOH (5 mL) was stirred for 2 min prior to the addition of H2O (0.5 mL). The mixture was stirred at 55° C. for 2.5 h, after which time it was cooled to r.t. and poured into CHCl3—H2O. The layers were separated and the aqueous phase was extracted with CHCl3 (3×). The combined organic layers...